From a dataset of the Open Reaction Database (ORD), a public repository of structured organic reaction records. describe an organic reaction: reactants, conditions, products, and yield Reactants: Cc1c(Cl)cc(-c2ccc(=O)[nH]n2)cc1Cl, S=P12SP3(=S)SP(=S)(S1)SP(=S)(S2)S3, c1ccncc1. Yields the product Cc1c(Cl)cc(-c2ccc(=S)[nH]n2)cc1Cl. Reaction SMILES: [Cl:1][c:2]1[cH:3][c:4](-[c:10]2[cH:11][cH:12][c:13](=[O:16])[nH:14][n:15]2)[cH:5][c:6]([Cl:9])[c:7]1[CH3:8].[P:17]12(=[S:18])[S:19][P:20]3(=[S:30])[S:21][P:22](=[S:28])([S:23][P:24](=[S:27])([S:25]3)[S:26]1)[S:29]2.[cH:31]1[cH:32][cH:33][n:34][cH:35][cH:36]1>>[Cl:1][c:2]1[cH:3][c:4](-[c:10]2[cH:11][cH:12][c:13](=[S:18])[nH:14][n:15]2)[cH:5][c:6]([Cl:9])[c:7]1[CH3:8]. Starting materials: C1(=CC=CC=C1)C(C)C1=CC=CC=C1 (1,1-diphenylethane), [Cl-].[Al+3].[Cl-].[Cl-] (aluminum chloride), C(C1=CC=CC=C1)Cl (benzyl chloride). Run at temperature 60 celsius, time 20 minute. Yields the product C(C1=CC=CC=C1)C(C)(C1=CC=CC=C1)C1=CC=CC=C1 (benzylphenyl-1-phenylethane). Reaction SMILES: [C:1]1([CH:7]([C:9]2[CH:14]=[CH:13][CH:12]=[CH:11][CH:10]=2)[CH3:8])[CH:6]=[CH:5][CH:4]=[CH:3][CH:2]=1.[Cl-].[Al+3].[Cl-].[Cl-].[CH2:19](Cl)[C:20]1[CH:25]=[CH:24][CH:23]=[CH:22][CH:21]=1>>[CH2:19]([C:7]([C:1]1[CH:6]=[CH:5][CH:4]=[CH:3][CH:2]=1)([C:9]1[CH:14]=[CH:13][CH:12]=[CH:11][CH:10]=1)[CH3:8])[C:20]1[CH:25]=[CH:24][CH:23]=[CH:22][CH:21]=1 |f:1.2.3.4|. Procedure: To 4 mols of 1,1-diphenylethane was added 0.001 to 0.005 mol of aluminum chloride. The mixture was heated to 60° C. and allowed to react upon 1 mol of benzyl chloride added thereto for 20 minutes. Then, the reaction mixture was washed with water to remove the used catalyst and subsequently distilled to expel the unreacted portions of the reactants. The isolated 1-(benzylphenyl-1-phenylethane (mixture of isomers) was supplied to an autoclave and, in the presence of a nickel catalyst, subjected to... Reactants: [N+](=O)([O-])C1=C(N)C=CC=C1 (o-nitroaniline), C([O-])([O-])=O.[K+].[K+] (potassium carbonate), cuprous iodide, BrC1=CC(=CC=C1)F (1-bromo-3-fluorobenzene), eluent, Cl (hydrochloric acid). The reagents and catalysts are [Fe] (iron). The solvent is O (water), C(C)O (ethanol). Product: FC=1C=C(C=CC1)NC1=C(C=CC=C1)N (N-(3-fluorophenyl)-o-phenylenediamine). Reaction SMILES: [N+:1]([C:4]1[CH:10]=[CH:9][CH:8]=[CH:7][C:5]=1[NH2:6])([O-])=O.C(=O)([O-])[O-].[K+].[K+].Br[C:18]1[CH:23]=[CH:22][CH:21]=[C:20]([F:24])[CH:19]=1.Cl>[Fe].O.C(O)C>[F:24][C:20]1[CH:19]=[C:18]([NH:1][C:4]2[CH:10]=[CH:9][CH:8]=[CH:7][C:5]=2[NH2:6])[CH:23]=[CH:22][CH:21]=1 |f:1.2.3|. Procedure: o-nitroaniline (2.8 g, 20.3 mmol), potassium carbonate (0.9 g, 6.5 mmol), cuprous iodide (0.78 g, 4.1 mmol) and 1-bromo-3-fluorobenzene (15.4 g, 88.0 mmol) were refluxed for 24 hours at 165° C. The reactant was subjected to steam distillation and the remainder was extracted with ethyl acetate. The ethyl acetate layer was washed, dried and concentrated in vacuo. The obtained residue was refined by a silica gel column chromatography (CHCl3). The eluent (1.2 g, 5.2 mmol) was refluxed for 1 hour tog... Starting materials: CCOC1(c2ccc(O[Si](C(C)C)(C(C)C)C(C)C)cc2C(C)C)CC1, C1CCOC1, CCCC[N+](CCCC)(CCCC)CCCC, [F-]. Yields the product CCOC1(c2ccc(O)cc2C(C)C)CC1. Reaction SMILES: [CH2:1]([CH3:2])[O:3][C:4]1([c:7]2[c:8]([CH:24]([CH3:25])[CH3:26])[cH:9][c:10]([O:11][Si:12]([CH:13]([CH3:14])[CH3:15])([CH:16]([CH3:17])[CH3:18])[CH:19]([CH3:20])[CH3:21])[cH:22][cH:23]2)[CH2:5][CH2:6]1.[CH2:45]1[O:46][CH2:47][CH2:48][CH2:49]1.[CH3:28][CH2:29][CH2:30][CH2:31][N+:32]([CH2:33][CH2:34][CH2:35][CH3:36])([CH2:37][CH2:38][CH2:39][CH3:40])[CH2:41][CH2:42][CH2:43][CH3:44].[F-:27]>>[CH2:1]([CH3:2])[O:3][C:4]1([c:7]2[c:8]([CH:24]([CH3:25])[CH3:26])[cH:9][c:10]([OH:11])[cH:22][cH:23]2)[CH2:5][CH2:6]1. Starting materials: CCNCc1cc(C(F)(F)F)ccc1Oc1cc(CC(=O)OCC)ccc1OC, CC(=O)Cl. Product: CCOC(=O)Cc1ccc(OC)c(Oc2ccc(C(F)(F)F)cc2CN(CC)C(C)=O)c1. RXN SMILES: [CH2:1]([CH3:2])[O:3][C:4]([CH2:5][c:6]1[cH:7][c:8]([O:14][c:15]2[c:16]([CH2:25][NH:26][CH2:27][CH3:28])[cH:17][c:18]([C:21]([F:22])([F:23])[F:24])[cH:19][cH:20]2)[c:9]([O:12][CH3:13])[cH:10][cH:11]1)=[O:29].[CH3:30][C:31]([Cl:32])=[O:33]>>[CH2:1]([CH3:2])[O:3][C:4]([CH2:5][c:6]1[cH:7][c:8]([O:14][c:15]2[c:16]([CH2:25][N:26]([CH2:27][CH3:28])[C:31]([CH3:30])=[O:33])[cH:17][c:18]([C:21]([F:22])([F:23])[F:24])[cH:19][cH:20]2)[c:9]([O:12][CH3:13])[cH:10][cH:11]1)=[O:29].